Dataset: the Open Reaction Database (ORD), a public repository of structured organic reaction records. Task: describe an organic reaction: reactants, conditions, products, and yield The reactants are C(C1=CC=CC=C1)NC1=C(C=NC=2N1N=CC2C(=O)O)C(=O)N2CCC(CC2)(C2=CC=CC=C2)F (7-Benzylamino-6-(4-fluoro-4-phenylpiperidine-1-carbonyl)pyrazolo[1,5-a]pyrimidine-3-carboxylic acid), CS(=O)(=O)N (methanesulfonamide). The product is C(C1=CC=CC=C1)NC1=C(C=NC=2N1N=CC2C(=O)NS(=O)(=O)C)C(=O)N2CCC(CC2)(C2=CC=CC=C2)F (N-[7-Benzylamino-6-(4-fluoro-4-phenylpiperidine-1-carbonyl)pyrazolo[1,5-a]pyrimidine-3-carbonyl]methanesulfonamide). Yield: 75.3%. As a reaction SMILES: [CH2:1]([NH:8][C:9]1[N:14]2[N:15]=[CH:16][C:17]([C:18]([OH:20])=O)=[C:13]2[N:12]=[CH:11][C:10]=1[C:21]([N:23]1[CH2:28][CH2:27][C:26]([F:35])([C:29]2[CH:34]=[CH:33][CH:32]=[CH:31][CH:30]=2)[CH2:25][CH2:24]1)=[O:22])[C:2]1[CH:7]=[CH:6][CH:5]=[CH:4][CH:3]=1.[CH3:36][S:37]([NH2:40])(=[O:39])=[O:38]>>[CH2:1]([NH:8][C:9]1[N:14]2[N:15]=[CH:16][C:17]([C:18]([NH:40][S:37]([CH3:36])(=[O:39])=[O:38])=[O:20])=[C:13]2[N:12]=[CH:11][C:10]=1[C:21]([N:23]1[CH2:24][CH2:25][C:26]([F:35])([C:29]2[CH:34]=[CH:33][CH:32]=[CH:31][CH:30]=2)[CH2:27][CH2:28]1)=[O:22])[C:2]1[CH:3]=[CH:4][CH:5]=[CH:6][CH:7]=1. Procedure: In the same manner as in Example 1, step 6 and using 7-benzylamino-6-(4-fluoro-4-phenylpiperidine-1-carbonyl)pyrazolo[1,5-a]pyrimidine-3-carboxylic acid (0.030 g, 0.634 mmol) obtained in step 2 and methanesulfonamide (0.064 g, 0.676 mmol), the title compound (0.263 g, 75%) was obtained. Yields the product Cc1ccc(-c2cc3c(NC(=O)C4CC4)n[nH]c3cn2)cn1. Reactants: C1CCNCC1, Cc1ccc(-c2cc3c(NC(=O)C4CC4)nn(C(=O)C4CC4)c3cn2)cn1. As a reaction SMILES: [CH2:28]1[CH2:29][CH2:30][NH:31][CH2:32][CH2:33]1.[CH:1]1([C:2](=[O:3])[n:6]2[n:7][c:8]([NH:22][C:23](=[O:24])[CH:25]3[CH2:26][CH2:27]3)[c:9]3[c:10]2[cH:11][n:12][c:13](-[c:15]2[cH:16][n:17][c:18]([CH3:21])[cH:19][cH:20]2)[cH:14]3)[CH2:4][CH2:5]1>>[nH:6]1[n:7][c:8]([NH:22][C:23](=[O:24])[CH:25]2[CH2:26][CH2:27]2)[c:9]2[c:10]1[cH:11][n:12][c:13](-[c:15]1[cH:16][n:17][c:18]([CH3:21])[cH:19][cH:20]1)[cH:14]2. Starting materials: ClC1=CC=C(CN2C(=NC=3N(C(NC(C23)=O)=O)C)OC2=CC(=CC=C2)OC(F)(F)F)C=C1 (7-(4-chlorobenzyl)-3-methyl-8-(3-(trifluoromethoxy)phenoxy)-1H-purine-2,6(3H,7H)-dione), ClCC(C)=O (1-chloropropan-2-one), ClC1=CC=C(CN2C(=NC=3N(C(NC(C23)=O)=O)C)OC2=CC(=CC=C2)OC(F)(F)F)C=C1 (7-(4-chlorobenzyl)-3-methyl-8-(3-(trifluoromethoxy)phenoxy)-1H-purine-2,6(3H,7H)-dione), C([O-])([O-])=O.[K+].[K+] (potassium carbonate). Reagents/catalysts: CCCC[N+](CCCC)(CCCC)CCCC.[I-] (TBAI). Solvent: O (water), CN(C)C=O (DMF). Conditions: temperature 50 celsius. Product: ClC1=CC=C(CN2C(=NC=3N(C(N(C(C23)=O)CC(C)=O)=O)C)OC2=CC(=CC=C2)OC(F)(F)F)C=C1 (7-(4-chlorobenzyl)-3-methyl-1-(2-oxopropyl)-8-(3-(trifluoromethoxy)phenoxy)-1H-purine-2,6(3H,7H)-dione). Isolated yield 77.9%. Reaction SMILES: [Cl:1][C:2]1[CH:32]=[CH:31][C:5]([CH2:6][N:7]2[C:15]3[C:14](=[O:16])[NH:13][C:12](=[O:17])[N:11]([CH3:18])[C:10]=3[N:9]=[C:8]2[O:19][C:20]2[CH:25]=[CH:24][CH:23]=[C:22]([O:26][C:27]([F:30])([F:29])[F:28])[CH:21]=2)=[CH:4][CH:3]=1.C(=O)([O-])[O-].[K+].[K+].Cl[CH2:40][C:41](=[O:43])[CH3:42]>CCCC[N+](CCCC)(CCCC)CCCC.[I-].CN(C=O)C.O>[Cl:1][C:2]1[CH:3]=[CH:4][C:5]([CH2:6][N:7]2[C:15]3[C:14](=[O:16])[N:13]([CH2:40][C:41](=[O:43])[CH3:42])[C:12](=[O:17])[N:11]([CH3:18])[C:10]=3[N:9]=[C:8]2[O:19][C:20]2[CH:25]=[CH:24][CH:23]=[C:22]([O:26][C:27]([F:30])([F:28])[F:29])[CH:21]=2)=[CH:31][CH:32]=1 |f:1.2.3,5.6|. Reported procedure: 7-(4-Chlorobenzyl)-3-methyl-8-(3-(trifluoromethoxy)phenoxy)-1H-purine-2,6(3H,7H)-dione (0.25 g, 0.54 mmol, intermediate 9), potassium carbonate (0.11 g, 0.80 mmol), TBAI (0.10 g) and 1-chloropropan-2-one (0.040 mL, 0.59 mmol) were combined in DMF (3 mL) and heated at 50° C. for 1.5 h. The reaction was cooled to room temperature, diluted with water (100 mL) and extracted with ethyl acetate (3×75 mL). The combined organic extracts were washed with 1N lithium chloride (2×75 mL) dried with magnesium... The solvent is C1(=CC=CC=C1)C (toluene). Reagents/catalysts: C=1C=CC(=CC1)/C=C/C(=O)/C=C/C2=CC=CC=C2.C=1C=CC(=CC1)/C=C/C(=O)/C=C/C2=CC=CC=C2.C=1C=CC(=CC1)/C=C/C(=O)/C=C/C2=CC=CC=C2.[Pd].[Pd] (Pd2(dba)3), C=1C=CC(=CC1)P(C=2C=CC=CC2)C3=CC=C4C=CC=CC4=C3C5=C6C=CC=CC6=CC=C5P(C=7C=CC=CC7)C=8C=CC=CC8 (BINAP). Reaction SMILES: [C:1]([O:5][C:6]([N:8]1[CH2:13][CH:12]2[C:10]([C:14]3[CH:19]=[CH:18][C:17](Br)=[CH:16][CH:15]=3)([CH2:11]2)[CH2:9]1)=[O:7])([CH3:4])([CH3:3])[CH3:2].CC(C)([O-])C.[Na+].[CH2:27]([N:29]1[C:35](=[O:36])[CH2:34][CH2:33][NH:32][CH2:31][CH2:30]1)[CH3:28]>C1(C)C=CC=CC=1.C1C=CC(/C=C/C(/C=C/C2C=CC=CC=2)=O)=CC=1.C1C=CC(/C=C/C(/C=C/C2C=CC=CC=2)=O)=CC=1.C1C=CC(/C=C/C(/C=C/C2C=CC=CC=2)=O)=CC=1.[Pd].[Pd].C1C=CC(P(C2C(C3C(P(C4C=CC=CC=4)C4C=CC=CC=4)=CC=C4C=3C=CC=C4)=C3C(C=CC=C3)=CC=2)C2C=CC=CC=2)=CC=1>[C:1]([O:5][C:6]([N:8]1[CH2:13][CH:12]2[C:10]([C:14]3[CH:19]=[CH:18][C:17]([N:32]4[CH2:33][CH2:34][C:35](=[O:36])[N:29]([CH2:27][CH3:28])[CH2:30][CH2:31]4)=[CH:16][CH:15]=3)([CH2:11]2)[CH2:9]1)=[O:7])([CH3:4])([CH3:3])[CH3:2] |f:1.2,5.6.7.8.9|. Procedure: To a solution of 1-(4-bromo-phenyl)-3-aza-bicyclo[3.1.0]hexane-3-carboxylic acid tert-butyl ester (Intermediate I, 250 mg, 0.74 mmol) in anhydrous toluene (5 mL) were added Pd2(dba)3 (1.65 mg, 0.002 mmol), BINAP (3.42 mg, 0.006 mmol), sodium tert-butoxide (106.56 mg, 1.11 mmol) and 4-ethyl-[1,4]diazepan-5-one (210.2 mg, 1.48 mmol, prepared by the procedure as described in WO2008136754) at r.t. and reaction mixture was refluxed for 3 h. Reaction mixture was then concentrated and the crude product... Yield: 20.3%. The reactants are C(C)(C)(C)OC(=O)N1CC2(CC2C1)C1=CC=C(C=C1)Br (1-(4-bromo-phenyl)-3-aza-bicyclo[3.1.0]hexane-3-carboxylic acid tert-butyl ester), C(C)(C)(C)OC(=O)N1CC2(CC2C1)C1=CC=C(C=C1)Br (1-(4-bromo-phenyl)-3-aza-bicyclo[3.1.0]hexane-3-carboxylic acid tert-butyl ester), CC(C)([O-])C.[Na+] (sodium tert-butoxide), C(C)N1CCNCCC1=O (4-ethyl-[1,4]diazepan-5-one). The product is C(C)(C)(C)OC(=O)N1CC2(CC2C1)C1=CC=C(C=C1)N1CCN(C(CC1)=O)CC (1-[4-(4-ethyl-5-oxo-[1,4]diazepan-1-yl)-phenyl]-3-aza-bicyclo[3.1.0]hexane-3-carboxylic acid tert-butyl ester). Reactants: [Cl-].NN1C(=[N+](C=C1)N=CC1=CC=C(C=C1)N(C)C)CC (3-amino-1-[[p-(dimethylamino)-benzylidene]amino]-2-ethylimidazolium chloride). The reagents and catalysts are [Pd] (palladium). The solvent is C(C)O (ethanol). Product: [Cl-].NN1C(=[N+](C=C1)NCC1=CC=C(C=C1)N(C)C)CC (3-amino-1-[[p-(dimethylamino)benzyl]amino]-2-ethylimidazolium chloride). RXN SMILES: [Cl-:1].[NH2:2][N:3]1[CH:7]=[CH:6][N+:5]([N:8]=[CH:9][C:10]2[CH:15]=[CH:14][C:13]([N:16]([CH3:18])[CH3:17])=[CH:12][CH:11]=2)=[C:4]1[CH2:19][CH3:20]>C(O)C.[Pd]>[Cl-:1].[NH2:2][N:3]1[CH:7]=[CH:6][N+:5]([NH:8][CH2:9][C:10]2[CH:15]=[CH:14][C:13]([N:16]([CH3:18])[CH3:17])=[CH:12][CH:11]=2)=[C:4]1[CH2:19][CH3:20] |f:0.1,4.5|. Reported procedure: 293 mg (1 mmol) of 3-amino-1-[[p-(dimethylamino)-benzylidene]amino]-2-ethylimidazolium chloride are dissolved in 40 ml of ethanol, whereupon the solution is hydrogenated at room temperature over 50 mg of palladium (5 percent on carbon). After crystallization from ethanol/ether there is obtained 3-amino-1-[[p-(dimethylamino)benzyl]amino]-2-ethylimidazolium chloride of melting point 153°-154°. The reactants are C1(=CC=CC=C1)OC=1C=CC(=C(C(=O)O)C1)C(F)(F)F (5-(phenyloxy)-2-(trifluoromethyl)benzoic acid), Intermediate 36, CO (methanol). The solvent is C1CCOC1 (THF). Conditions: time 30 minute. Yields the product C1(=CC=CC=C1)OC=1C=CC(=C(C1)CO)C(F)(F)F ([5-(phenyloxy)-2-(trifluoromethyl)phenyl]methanol). RXN SMILES: [C:1]1([O:7][C:8]2[CH:9]=[CH:10][C:11]([C:17]([F:20])([F:19])[F:18])=[C:12]([CH:16]=2)[C:13](O)=[O:14])[CH:6]=[CH:5][CH:4]=[CH:3][CH:2]=1.CO>C1COCC1>[C:1]1([O:7][C:8]2[CH:9]=[CH:10][C:11]([C:17]([F:18])([F:19])[F:20])=[C:12]([CH2:13][OH:14])[CH:16]=2)[CH:2]=[CH:3][CH:4]=[CH:5][CH:6]=1. Procedure: To a stirred solution of crude 5-(phenyloxy)-2-(trifluoromethyl)benzoic acid (for a preparation see Intermediate 36)(0.519 g, 1.84 mmol) in dry THF (40 ml) under nitrogen was added 1.0 M borane-tetrahydrofuran complex (6 ml, 6.0 mmol, Aldrich) dropwise. The solution was stirred for 30 min then heated at gentle reflux for 21 h. To the solution at ambient temperature was added methanol (10 ml) dropwise and then heated at reflux for 30 min. The solvent was removed in vacuo and then water added to t... The reactants are C1(CCCC1)N1C(NCC=2C1=NC(=NC2)NC2=CC=C(C=C2)N2CCN(CC2)C)=O (1-cyclopentyl-7-[4-(4-methylpiperazin-1-yl)phenylamino]-3,4-dihydro-pyrimido[4,5-d]pyrimidin-2(1H)-one), CC(C)([O-])C.[K+] (potassium tert-butoxide). Solvent: C1CCOC1 (THF). Reaction SMILES: [CH:1]1([N:6]2[C:11]3=[N:12][C:13]([NH:16][C:17]4[CH:22]=[CH:21][C:20]([N:23]5[CH2:28][CH2:27][N:26]([CH3:29])[CH2:25][CH2:24]5)=[CH:19][CH:18]=4)=[N:14][CH:15]=[C:10]3[CH2:9][NH:8][C:7]2=[O:30])[CH2:5][CH2:4][CH2:3][CH2:2]1.CC(C)([O-])C.[K+]>C1COCC1>[CH:1]1([N:6]2[C:11]3=[N:12][C:13]([NH:16][C:17]4[CH:18]=[CH:19][C:20]([N:23]5[CH2:28][CH2:27][N:26]([CH3:29])[CH2:25][CH2:24]5)=[CH:21][CH:22]=4)=[N:14][CH:15]=[C:10]3[CH:9]=[N:8][C:7]2=[O:30])[CH2:5][CH2:4][CH2:3][CH2:2]1 |f:1.2|. Procedure details: Prepared from 150 mg (0.37 mmol) of 1-cyclopentyl-7-[4-(4-methylpiperazin-1-yl)phenylamino]-3,4-dihydro-pyrimido[4,5-d]pyrimidin-2(1H)-one and 165 mg (1.47 mmol) of potassium tert-butoxide in 6 mL of THF. The dark orange semi-solid is triturated in diethyl ether, and the yellow powder is collected and dried to give 100 mg (67%) of the title compound: mp 220-225° C. (dec). The product is C1(CCCC1)N1C(N=CC=2C1=NC(=NC2)NC2=CC=C(C=C2)N2CCN(CC2)C)=O (1-Cyclopentyl-7-[4-(4-methylpiperazin-1-yl)phenylamino]pyrimido-[4,5-d]pyrimidin-2(1H)-one). Yield: 66.7%. Starting materials: CC(C)(C)OC(=O)N1CCc2cc(N)ccc2C1, ClCCCl, COc1ccc(C(=O)N(C)Cc2cccc(C(=O)O)c2)cc1OC, CCN(C(C)C)C(C)C, CN(C)C=O, On1nnc2ccccc21. The product is COc1ccc(C(=O)N(C)Cc2cccc(C(=O)Nc3ccc4c(c3)CCN(C(=O)OC(C)(C)C)C4)c2)cc1OC. RXN SMILES: [C:25]([CH3:26])([CH3:27])([CH3:28])[O:29][C:30](=[O:31])[N:32]1[CH2:33][c:34]2[cH:35][cH:36][c:37]([NH2:42])[cH:38][c:39]2[CH2:40][CH2:41]1.[CH2:43]([Cl:44])[CH2:45][Cl:46].[CH3:1][O:2][c:3]1[cH:4][c:5]([C:6](=[O:7])[N:8]([CH3:9])[CH2:10][c:11]2[cH:12][c:13]([C:14](=[O:15])[OH:16])[cH:17][cH:18][cH:19]2)[cH:20][cH:21][c:22]1[O:23][CH3:24].[CH:57]([N:58]([CH2:59][CH3:60])[CH:61]([CH3:62])[CH3:63])([CH3:64])[CH3:65].[O:66]=[CH:67][N:68]([CH3:69])[CH3:70].[OH:47][n:48]1[c:49]2[c:50]([cH:51][cH:52][cH:53][cH:54]2)[n:55][n:56]1>>[CH3:1][O:2][c:3]1[cH:4][c:5]([C:6](=[O:7])[N:8]([CH3:9])[CH2:10][c:11]2[cH:12][c:13]([C:14](=[O:15])[NH:42][c:37]3[cH:36][cH:35][c:34]4[c:39]([cH:38]3)[CH2:40][CH2:41][N:32]([C:30]([O:29][C:25]([CH3:26])([CH3:27])[CH3:28])=[O:31])[CH2:33]4)[cH:17][cH:18][cH:19]2)[cH:20][cH:21][c:22]1[O:23][CH3:24]. The reactants are C1CCOC1, CO, CCOC(=O)c1cc2cc(OCCSC)ccc2[nH]1, [Li+], [OH-]. Yields the product CSCCOc1ccc2[nH]c(C(=O)O)cc2c1. Reaction SMILES: [CH2:24]1[O:25][CH2:26][CH2:27][CH2:28]1.[CH3:1][OH:2].[CH3:3][S:4][CH2:5][CH2:6][O:7][c:8]1[cH:9][c:10]2[cH:11][c:12]([C:17](=[O:18])[O:19][CH2:20][CH3:21])[nH:13][c:14]2[cH:15][cH:16]1.[Li+:23].[OH-:22]>>[CH3:3][S:4][CH2:5][CH2:6][O:7][c:8]1[cH:9][c:10]2[cH:11][c:12]([C:17](=[O:18])[OH:19])[nH:13][c:14]2[cH:15][cH:16]1. Reactants: C(C)(C)(C)OC(C[C@H](CC(CCC)(C)C)NC(=O)OCC1=CC=CC=C1)=O ((S)-3-Benzyloxycarbonylamino-5,5-dimethyl-octanoic acid tert-butyl ester), C=1C=CC(=CC1)P(=O)(C=2C=CC=CC2)N=[N+]=[N-] (DPPA), C(C1=CC=CC=C1)O (BnOH), 2.149, C(C)(C)(C)OC(CC(C(=O)O)CC(CCC)(C)C)=O (2-(2,2-dimethyl-pentyl)-succinic acid 4-tert-butyl ester). Run in CCN(CC)CC (Et3N). The product is CC(CCC(=O)N1C(O[C@@H]([C@@H]1C)C1=CC=CC=C1)=O)(CCC)C (3-(4,4-Dimethyl-heptanoyl)-(R)-4-methyl-(S)-5-phenyl-oxazolidin-2-one). Reaction SMILES: C(OC(=O)C[C@@H:8]([NH:16][C:17]([O:19][CH2:20][C:21]1[CH:26]=[CH:25][CH:24]=[CH:23][CH:22]=1)=[O:18])[CH2:9]C(C)(C)CCC)(C)(C)C.C(OC(=O)C[CH:35]([CH2:39][C:40]([CH3:45])([CH3:44])[CH2:41][CH2:42][CH3:43])[C:36]([OH:38])=O)(C)(C)C.C1C=CC(P(N=[N+]=[N-])(C2C=CC=CC=2)=O)=CC=1.C(O)C1C=CC=CC=1>CCN(CC)CC>[CH3:45][C:40]([CH3:44])([CH2:41][CH2:42][CH3:43])[CH2:39][CH2:35][C:36]([N:16]1[C@@H:8]([CH3:9])[C@@H:20]([C:21]2[CH:22]=[CH:23][CH:24]=[CH:25][CH:26]=2)[O:19][C:17]1=[O:18])=[O:38]. Procedure: A solution of 4,4-dimethyl-heptanoic acid (1.58 g, 10 mmol) and triethylamine (4.6 mL) in 50 mL THF was cooled to 0° C. and treated with 2,2-dimethyl-propionyl chloride (1.36 mL). After one hour, 4R-methyl-5S-phenyl-oxazolidin-2-one (1.95 g, 11 mmol) and lithium chloride (0.47 g, 11 mmol) was added and the mixture was stirred for 18 hours. The precipitate was filtered and washed thoroughly with additional THF. The filtrate was concentrated in vacuo to give an oily solid. This solid was dissolved...